Dataset: the Open Reaction Database (ORD), a public repository of structured organic reaction records. Task: describe an organic reaction: reactants, conditions, products, and yield Reactants: COC(CC=1C2=C(SC1)C=C(C=C2)O)=O ((6-hydroxy-benzo[b]thiophen-3-yl)acetic acid methyl ester), FC(C1=CC=C(COC2=CC=C(C=C2)CCl)C=C1)(F)F (1-(4-trifluoromethyl-benzyloxy)-4-chloromethyl-benzene), C([O-])([O-])=O.[Cs+].[Cs+] (cesium carbonate). Run in C(=O)(C)C#N (AcCN), CCOCC (Et2O). Yields the product FC(C1=CC=C(COC2=CC=C(COC=3C=CC4=C(SC=C4CC(=O)O)C3)C=C2)C=C1)(F)F ({6-[4-(4-Trifluoromethyl-benzyloxy)-benzyloxy]-benzo[b]thiophen-3-yl}-acetic acid). Isolated yield 62.0%. As a reaction SMILES: C[O:2][C:3](=[O:15])[CH2:4][C:5]1[C:6]2[CH:13]=[CH:12][C:11]([OH:14])=[CH:10][C:7]=2[S:8][CH:9]=1.[F:16][C:17]([F:35])([F:34])[C:18]1[CH:33]=[CH:32][C:21]([CH2:22][O:23][C:24]2[CH:29]=[CH:28][C:27]([CH2:30]Cl)=[CH:26][CH:25]=2)=[CH:20][CH:19]=1.C(=O)([O-])[O-].[Cs+].[Cs+]>C(C#N)(C)=O.CCOCC>[F:16][C:17]([F:34])([F:35])[C:18]1[CH:33]=[CH:32][C:21]([CH2:22][O:23][C:24]2[CH:29]=[CH:28][C:27]([CH2:30][O:14][C:11]3[CH:12]=[CH:13][C:6]4[C:5]([CH2:4][C:3]([OH:2])=[O:15])=[CH:9][S:8][C:7]=4[CH:10]=3)=[CH:26][CH:25]=2)=[CH:20][CH:19]=1 |f:2.3.4|. Procedure details: Compounds 5C, 5E and cesium carbonate in 10 mL AcCN stirred at 60° C. for 18 hours. The reaction was then cooled, diluted with Et2O and filtered through Celite®. The filtrate was collected and concentrated in vacuo. Recrystalisation from CHCl3/Hexanes gave 340 mg (62%) of the title compound. MS m/z 487 (M+1). Reported procedure: 540 mg of the ester obtained in Example 63 is dissolved in 20 ml of ethanol and 10 ml of 2N soda and the solution is agitated for 5 hours at ambient temperature. The solvent is evaporated off under reduced pressure, the aqueous phase is filtered off, it is acidified using acetic acid, the precipitate is separated off, washed with water, dried at 50° C. under reduced pressure. The residue is taken up in isopropyl ether, dried and 420 mg of expected product is obtained. M.p.=171° C. The reactants are C(=O)(O)CCC1=CC=C(C=C1)SCC=1N=C(N(C1C(=O)OCC)CC1=CC2=C(OCO2)C=C1Cl)CCC (ethyl 4-(((4-(2-carboxyethyl)phenyl)thio)methyl)1-((6-chloro1,3-benzodioxol-5-yl)methyl)2-propyl1H-imidazol-5-carboxylate). Solvent: C(C)O (ethanol). Product: C(=O)(O)CCC1=CC=C(C=C1)SCC=1N=C(N(C1C(=O)O)CC1=CC2=C(OCO2)C=C1Cl)CCC (4-(((4-(2-carboxyethyl)phenyl)thio)methyl)1-((6-chloro1,3-benzodioxol-5-yl)methyl)2-propyl1H-imidazol-5-carboxylic acid). The yield is 82.0%. As a reaction SMILES: [C:1]([CH2:4][CH2:5][C:6]1[CH:11]=[CH:10][C:9]([S:12][CH2:13][C:14]2[N:15]=[C:16]([CH2:35][CH2:36][CH3:37])[N:17]([CH2:24][C:25]3[C:33]([Cl:34])=[CH:32][C:28]4[O:29][CH2:30][O:31][C:27]=4[CH:26]=3)[C:18]=2[C:19]([O:21]CC)=[O:20])=[CH:8][CH:7]=1)([OH:3])=[O:2]>C(O)C>[C:1]([CH2:4][CH2:5][C:6]1[CH:7]=[CH:8][C:9]([S:12][CH2:13][C:14]2[N:15]=[C:16]([CH2:35][CH2:36][CH3:37])[N:17]([CH2:24][C:25]3[C:33]([Cl:34])=[CH:32][C:28]4[O:29][CH2:30][O:31][C:27]=4[CH:26]=3)[C:18]=2[C:19]([OH:21])=[O:20])=[CH:10][CH:11]=1)([OH:3])=[O:2]. Run at time 5 hour. The reactants are O=Cc1ccc(Br)c2ccccc12, CO, NO. The product is ON=Cc1ccc(Br)c2ccccc12. RXN SMILES: [Br:3][c:4]1[cH:5][cH:6][c:7]([CH:14]=[O:15])[c:8]2[cH:9][cH:10][cH:11][cH:12][c:13]12.[CH3:16][OH:17].[NH2:1][OH:2]>>[N:1]([OH:2])=[CH:14][c:7]1[cH:6][cH:5][c:4]([Br:3])[c:13]2[c:8]1[cH:9][cH:10][cH:11][cH:12]2.